Dataset: the Open Reaction Database (ORD), a public repository of structured organic reaction records. Task: describe an organic reaction: reactants, conditions, products, and yield The reactants are CCCC[N+](CCCC)(CCCC)CCCC, CCO, CCOC(C)=O, [Cl-], Cc1cc2c(OCc3ccccc3)cccc2n1-c1ccc(O)c(F)c1. Product: Cc1cc2c(O)cccc2n1-c1ccc(O)c(F)c1. RXN SMILES: [CH2:31]([N+:32]([CH2:33][CH2:34][CH2:35][CH3:36])([CH2:37][CH2:38][CH2:39][CH3:40])[CH2:41][CH2:42][CH2:43][CH3:44])[CH2:45][CH2:46][CH3:47].[CH3:27][CH2:28][OH:29].[CH3:48][CH2:49][O:50][C:51](=[O:52])[CH3:53].[Cl-:30].[F:1][c:2]1[c:3]([OH:26])[cH:4][cH:5][c:6](-[n:8]2[c:9]([CH3:25])[cH:10][c:11]3[c:12]([O:17][CH2:18][c:19]4[cH:20][cH:21][cH:22][cH:23][cH:24]4)[cH:13][cH:14][cH:15][c:16]23)[cH:7]1>>[F:1][c:2]1[c:3]([OH:26])[cH:4][cH:5][c:6](-[n:8]2[c:9]([CH3:25])[cH:10][c:11]3[c:12]([OH:17])[cH:13][cH:14][cH:15][c:16]23)[cH:7]1.